Dataset: the Open Reaction Database (ORD), a public repository of structured organic reaction records. Task: describe an organic reaction: reactants, conditions, products, and yield Starting materials: O=C1N(C(C2=CC=CC=C12)=O)C[C@@H](C1=CC=C(C=C1)OC[C@H](CC)C)NC([C@@H](C)C1=CC=CC=C1)=O ((S)-N-{(R)-2-(1,3-dioxo-1,3-dihydro-isoindol-2-yl)-1-[4-((S)-2-methyl-butoxy)-phenyl]-ethyl}-2-phenyl-propionamide), NN (hydrazine). Solvent: CCO (EtOH), CCOC(=O)C (EtOAc). Run at temperature 55 celsius. Product: NC[C@@H](C1=CC=C(C=C1)OC[C@H](CC)C)NC([C@@H](C)C1=CC=CC=C1)=O ((S)-N-{(R)-2-Amino-1-[4-((S)-2-methyl-butoxy)-phenyl]-ethyl}-2-phenylpropionamide). Yield: 96.0%. Reaction SMILES: O=C1C2C(=CC=CC=2)C(=O)[N:3]1[CH2:12][C@H:13]([NH:26][C:27](=[O:36])[C@H:28]([C:30]1[CH:35]=[CH:34][CH:33]=[CH:32][CH:31]=1)[CH3:29])[C:14]1[CH:19]=[CH:18][C:17]([O:20][CH2:21][C@@H:22]([CH3:25])[CH2:23][CH3:24])=[CH:16][CH:15]=1.NN>CCO.CCOC(C)=O>[NH2:3][CH2:12][C@H:13]([NH:26][C:27](=[O:36])[C@H:28]([C:30]1[CH:31]=[CH:32][CH:33]=[CH:34][CH:35]=1)[CH3:29])[C:14]1[CH:15]=[CH:16][C:17]([O:20][CH2:21][C@@H:22]([CH3:25])[CH2:23][CH3:24])=[CH:18][CH:19]=1. Procedure details: To a solution of (S)-N-{(R)-2-(1,3-dioxo-1,3-dihydro-isoindol-2-yl)-1-[4-((S)-2-methyl-butoxy)-phenyl]-ethyl}-2-phenyl-propionamide dissolved in 10 mL of EtOH, was added anhydrous hydrazine. The resulting mixture was heated to 55° C. 1.5 h. It was cooled to rt, and diluted with EtOAc. The solids were filtered off, and the filtrate concentrated and was purified by column chromatography on silica gel using 0%→10% MeOH/DCM to obtain 109 mg (96%) of the desired product. 1H NMR (400 MHz, MeOD) δ 7.19... Reactants: CCO, Cl, [Na+], [OH-], CCNC(=O)c1cccnc1N1CC2CN(Cc3ccc4ccccc4c3)CC2C1. Product: O=C(O)c1cccnc1N1CC2CN(Cc3ccc4ccccc4c3)CC2C1. Reaction SMILES: [CH3:34][CH2:35][OH:36].[ClH:33].[Na+:32].[OH-:31].[cH:1]1[c:2]([CH2:11][N:12]2[CH2:13][CH:14]3[CH:15]([CH2:16]2)[CH2:17][N:18]([c:20]2[c:21]([C:26](=[O:27])[NH:28][CH2:29][CH3:30])[cH:22][cH:23][cH:24][n:25]2)[CH2:19]3)[cH:3][cH:4][c:5]2[cH:6][cH:7][cH:8][cH:9][c:10]12>>[cH:1]1[c:2]([CH2:11][N:12]2[CH2:13][CH:14]3[CH:15]([CH2:16]2)[CH2:17][N:18]([c:20]2[c:21]([C:26]([OH:27])=[O:31])[cH:22][cH:23][cH:24][n:25]2)[CH2:19]3)[cH:3][cH:4][c:5]2[cH:6][cH:7][cH:8][cH:9][c:10]12. The reactants are CN(CCC(=O)OCC)C(=O)C1=CC=C(C=C1)NC(COC1=CC=CC=C1)C=1OC2=C(C1C)C=CC=C2 (ethyl 3-{methyl[(4-{[1-(3-methyl-1-benzofuran-2-yl)-2-phenoxyethyl]amino}phenyl)carbonyl]amino}propanoate), O1CCCC1 (tetrahydrofuran), [OH-].[Na+] (sodium hydroxide). Solvent: C(C)O (ethanol). Reaction conditions: time 5 hour. Product: CN(CCC(=O)O)C(=O)C1=CC=C(C=C1)NC(COC1=CC=CC=C1)C=1OC2=C(C1C)C=CC=C2 (3-{methyl[(4-{[1-(3-methyl-1-benzofuran-2-yl)-2-phenoxyethyl]amino}phenyl)carbonyl]amino}propanoic acid). Isolated yield 70.4%. RXN SMILES: [CH3:1][N:2]([C:10]([C:12]1[CH:17]=[CH:16][C:15]([NH:18][CH:19]([C:28]2[O:29][C:30]3[CH:37]=[CH:36][CH:35]=[CH:34][C:31]=3[C:32]=2[CH3:33])[CH2:20][O:21][C:22]2[CH:27]=[CH:26][CH:25]=[CH:24][CH:23]=2)=[CH:14][CH:13]=1)=[O:11])[CH2:3][CH2:4][C:5]([O:7]CC)=[O:6].O1CCCC1.[OH-].[Na+]>C(O)C>[CH3:1][N:2]([C:10]([C:12]1[CH:13]=[CH:14][C:15]([NH:18][CH:19]([C:28]2[O:29][C:30]3[CH:37]=[CH:36][CH:35]=[CH:34][C:31]=3[C:32]=2[CH3:33])[CH2:20][O:21][C:22]2[CH:27]=[CH:26][CH:25]=[CH:24][CH:23]=2)=[CH:16][CH:17]=1)=[O:11])[CH2:3][CH2:4][C:5]([OH:7])=[O:6] |f:2.3|. Procedure: To a mixture of ethyl 3-{methyl[(4-{[1-(3-methyl-1-benzofuran-2-yl)-2-phenoxyethyl]amino}phenyl)carbonyl]amino}propanoate (82.5 mg) synthesized above, tetrahydrofuran (5 mL) and ethanol (5 mL) was added 1N aqueous sodium hydroxide solution (1.00 mL), and the mixture was stirred at room temperature for 5 hr, and concentrated under reduced pressure. The residue was dissolved in water (10 mL), and 1N hydrochloric acid (1.00 mL) was added at 0° C. The resulting precipitate was collected by filtratio...